The task is: describe an organic reaction: reactants, conditions, products, and yield. This data is from the Open Reaction Database (ORD), a public repository of structured organic reaction records. Reaction SMILES: Cl.[CH3:2][O:3][CH2:4][C:5](=[NH:7])[NH2:6].C[O-].[Na+].[C:11]([C:13]1[CH:18]=[CH:17][CH:16]=[CH:15][C:14]=1[C:19]1[CH:24]=[CH:23][C:22]([CH2:25][CH:26]([C:31](=O)[CH2:32][CH2:33][CH2:34][CH3:35])[C:27](OC)=[O:28])=[CH:21][CH:20]=1)#[N:12]>CO.O1CCOCC1>[CH2:32]([C:31]1[N:7]=[C:5]([CH2:4][O:3][CH3:2])[NH:6][C:27](=[O:28])[C:26]=1[CH2:25][C:22]1[CH:21]=[CH:20][C:19]([C:14]2[C:13]([C:11]#[N:12])=[CH:18][CH:17]=[CH:16][CH:15]=2)=[CH:24][CH:23]=1)[CH2:33][CH2:34][CH3:35] |f:0.1,2.3|. Yields the product C(CCC)C=1N=C(NC(C1CC1=CC=C(C=C1)C=1C(=CC=CC1)C#N)=O)COC (4′-{[4-butyl-2-(methoxymethyl)-6-oxo-1,6-dihydropyrimidin-5-yl]methyl}biphenyl-2-carbonitrile). Isolated yield 66.1%. Solvent: CO (methanol), O1CCOCC1 (1,4-dioxane). Reported procedure: A solution of 2-methoxyethanimidamide hydrochloride (10 g), 28% sodium methoxide (24 mL) and methyl 2-[(2′-cyanobiphenyl-4-yl)methyl]-3-oxoheptanoate (15 g) in methanol (150 mL) and 1,4-dioxane (50 mL) was stirred overnight. The solvent was evaporated under reduced pressure, and water and acetic acid were added. The precipitated solid was collected by filtration, and washed with water and diethyl ether to give the title compound (11 g, 71%) as a pale-yellow solid. The reactants are Cl.COCC(N)=N (2-methoxyethanimidamide hydrochloride), C[O-].[Na+] (sodium methoxide), C(#N)C1=C(C=CC=C1)C1=CC=C(C=C1)CC(C(=O)OC)C(CCCC)=O (methyl 2-[(2′-cyanobiphenyl-4-yl)methyl]-3-oxoheptanoate). Starting materials: COC([C@@H](N)CC1=CC=C(C=C1)C=1C(N(C(N(C1C)CC)=O)CC)=O)=O (4-(1, 3-diethyl-6-methyl-2,4-dioxo-5-pyrimidinyl)-L-phenylalanine methyl ester), COCCC1(CCCC1)C(=O)O (1-(2-methoxyethyl)cyclopentane carboxylic acid). The product is C(C)N1C(N(C(C(=C1C)C1=CC=C(C[C@H](NC(=O)C2(CCCC2)CCOC)C(=O)O)C=C1)=O)CC)=O (4-(1,3-diethyl-6-methyl-2,4-dioxo-5-pyrimidinyl)-N-[[1-(2-methoxyethyl)cyclopentyl]carbonyl]-L-phenylalanine). As a reaction SMILES: C[O:2][C:3](=[O:26])[C@H:4]([CH2:6][C:7]1[CH:12]=[CH:11][C:10]([C:13]2[C:14](=[O:25])[N:15]([CH2:23][CH3:24])[C:16](=[O:22])[N:17]([CH2:20][CH3:21])[C:18]=2[CH3:19])=[CH:9][CH:8]=1)[NH2:5].[CH3:27][O:28][CH2:29][CH2:30][C:31]1([C:36](O)=[O:37])[CH2:35][CH2:34][CH2:33][CH2:32]1>>[CH2:20]([N:17]1[C:18]([CH3:19])=[C:13]([C:10]2[CH:11]=[CH:12][C:7]([CH2:6][C@@H:4]([C:3]([OH:2])=[O:26])[NH:5][C:36]([C:31]3([CH2:30][CH2:29][O:28][CH3:27])[CH2:35][CH2:34][CH2:33][CH2:32]3)=[O:37])=[CH:8][CH:9]=2)[C:14](=[O:25])[N:15]([CH2:23][CH3:24])[C:16]1=[O:22])[CH3:21]. Procedure details: 4-(1,3-diethyl-6-methyl-2,4-dioxo-5-pyrimidinyl)-N-[[1-(2-methoxyethyl)cyclopentyl]carbonyl]-L-phenylalanine was prepared from 4-(1, 3-diethyl-6-methyl-2,4-dioxo-5-pyrimidinyl)-L-phenylalanine methyl ester and 1-(2-methoxyethyl)cyclopentane carboxylic acid using the general procedures described in example 19 and was obtained as an amorphous white solid. ES-HRMS m/e calcd for C27H37N3O6 (M+Na) 522.2575, found 522.2581. The yield is 28.0%. Procedure: Starting material 5 (847 mg, 2.4 mmol) was suspended in DMF (8 ml) and 1H-1,2,3-benzothiazole-5-carboxylic acid (473 mg, 2.9 mmol), dry HOBt (427 mg, 2.9 mmol) and EDCl (606 mg, 2.9 mmol) were added. The brown suspension was stirred at ambient temperature over the weekend. As the reaction was not complete yet, the reaction was further stirred at 80° for 4 h. Thereby a brown solution was formed. The solvent was evaporated in vacuo and the crude product was further purified by prep. HPLC (Method 1... Reaction SMILES: [Cl:1][C:2]1[CH:7]=[CH:6][C:5]([NH:8][C:9](=[O:23])[NH:10][C:11]2[S:19][C:14]3[CH2:15][NH:16][CH2:17][CH2:18][C:13]=3[C:12]=2[C:20]([NH2:22])=[O:21])=[CH:4][CH:3]=1.[CH:24]1[CH:25]=[CH:26][C:27]2[N:32](O)[N:31]=[N:30][C:28]=2[CH:29]=1.CCN=C=NCCCN(C)C.Cl.CN([CH:49]=[O:50])C>>[NH:30]1[C:28]2[CH:29]=[CH:24][C:25]([C:49]([N:16]3[CH2:17][CH2:18][C:13]4[C:12]([C:20]([NH2:22])=[O:21])=[C:11]([NH:10][C:9]([NH:8][C:5]5[CH:4]=[CH:3][C:2]([Cl:1])=[CH:7][CH:6]=5)=[O:23])[S:19][C:14]=4[CH2:15]3)=[O:50])=[CH:26][C:27]=2[N:32]=[N:31]1 |f:2.3|. Yields the product N1N=NC2=C1C=CC(=C2)C(=O)N2CC1=C(CC2)C(=C(S1)NC(=O)NC1=CC=C(C=C1)Cl)C(=O)N (6-(1H-Benzotriazole-5-carbonyl)-2-[3-(4-chloro-phenyl)-ureido]-4,5,6,7-tetrahydro-thieno[2,3-c]pyridine-3-carboxylic acid amide), same product. Starting materials: ClC1=CC=C(C=C1)NC(NC1=C(C2=C(CNCC2)S1)C(=O)N)=O (2-[3-(4-Chloro-phenyl)-ureido]-4,5,6,7-tetrahydro-thieno[2,3-c]pyridine-3-carboxylic acid amide), 1H-1,2,3-benzothiazole-5-carboxylic acid, C=1C=CC2=C(C1)N=NN2O (HOBt), CCN=C=NCCCN(C)C.Cl (EDCl), CN(C)C=O (DMF).